This data is from the Open Reaction Database (ORD), a public repository of structured organic reaction records. The task is: describe an organic reaction: reactants, conditions, products, and yield The reactants are ClC=1C=C(C=CC1)[C@H]1C[C@](C(N([C@@H]1C1=CC=C(C=C1)Cl)[C@H](CO)CC)=O)(C)CC(=O)OC (Methyl 2-((3R,5R,6S)-5-(3-chlorophenyl)-6-(4-chlorophenyl)-1-((S)-1-hydroxybutan-2-yl)-3-methyl-2-oxopiperidin-3-yl)acetate), C(CCC)P(=CC#N)(CCCC)CCCC (2-(tributylphosphoranylidene)acetonitrile), CC(C)(C)OC(=O)NC(=O)OC(C)(C)C (di-tert-butyl iminodicarbonate). Run in C1(=CC=CC=C1)C (toluene). Product: C(C)(C)(C)OC(=O)N(C[C@H](CC)N1C([C@@](C[C@@H]([C@H]1C1=CC=C(C=C1)Cl)C1=CC(=CC=C1)Cl)(C)CC(=O)OC)=O)C(=O)OC(C)(C)C (Methyl 2-((3R,5R,6S)-1-((S)-1-(bis(tert-butoxycarbonyl)amino)butan-2-yl)-5-(3-chlorophenyl)-6-(4-chlorophenyl)-3-methyl-2-oxopiperidin-3-yl)acetate). RXN SMILES: [Cl:1][C:2]1[CH:3]=[C:4]([C@@H:8]2[C@@H:13]([C:14]3[CH:19]=[CH:18][C:17]([Cl:20])=[CH:16][CH:15]=3)[N:12]([C@@H:21]([CH2:24][CH3:25])[CH2:22]O)[C:11](=[O:26])[C@:10]([CH2:28][C:29]([O:31][CH3:32])=[O:30])([CH3:27])[CH2:9]2)[CH:5]=[CH:6][CH:7]=1.C(P(CCCC)(CCCC)=CC#N)CCC.[CH3:49][C:50]([O:53][C:54]([NH:56][C:57]([O:59][C:60]([CH3:63])([CH3:62])[CH3:61])=[O:58])=[O:55])([CH3:52])[CH3:51]>C1(C)C=CC=CC=1>[C:60]([O:59][C:57]([N:56]([C:54]([O:53][C:50]([CH3:52])([CH3:51])[CH3:49])=[O:55])[CH2:22][C@@H:21]([N:12]1[C@H:13]([C:14]2[CH:19]=[CH:18][C:17]([Cl:20])=[CH:16][CH:15]=2)[C@@H:8]([C:4]2[CH:5]=[CH:6][CH:7]=[C:2]([Cl:1])[CH:3]=2)[CH2:9][C@@:10]([CH2:28][C:29]([O:31][CH3:32])=[O:30])([CH3:27])[C:11]1=[O:26])[CH2:24][CH3:25])=[O:58])([CH3:63])([CH3:62])[CH3:61]. Procedure: A solution of methyl 2-((3R,5R,6S)-5-(3-chlorophenyl)-6-(4-chlorophenyl)-1-((S)-1-hydroxybutan-2-yl)-3-methyl-2-oxopiperidin-3-yl)acetate (282 mg, 0.589 mmol; Example 186, Step A), 2-(tributylphosphoranylidene)acetonitrile (171 mg, 0.707 mmol) and di-tert-butyl iminodicarbonate (256 mg, 1.179 mmol) in toluene (3 mL) under argon was stirred at 110° C. for 2 h. Flash column purification on silica gel (0 to 60% EtOAc in hexanes) gave the title compound. Reactants: CC(C)(C)OC(=O)NN, CCN=C=NCCCN(C)C, ClCCl, Cl, C=CCCC(=O)O. The product is C=CCCC(=O)NNC(=O)OC(C)(C)C. RXN SMILES: [C:8]([NH:9][NH2:10])(=[O:11])[O:12][C:13]([CH3:14])([CH3:15])[CH3:16].[CH3:18][N:19]([CH3:20])[CH2:21][CH2:22][CH2:23][N:24]=[C:25]=[N:26][CH2:27][CH3:28].[Cl:29][CH2:30][Cl:31].[ClH:17].[OH:1][C:2](=[O:3])[CH2:4][CH2:5][CH:6]=[CH2:7]>>[C:2](=[O:3])([CH2:4][CH2:5][CH:6]=[CH2:7])[NH:10][NH:9][C:8](=[O:11])[O:12][C:13]([CH3:14])([CH3:15])[CH3:16]. Reactants: C(CCC)C=1N(C(=CN1)/C(=C/C(=O)OCC)/C)CC1=C(C=CC=C1)Cl (ethyl (E)-3-[2-n-butyl-1-{(2-chlorophenyl)methyl}-1H-imidazol-5-yl]-3-methyl-2-propenoate), hydrochloride salt. The solvent is C(C)(=O)OCC.CO (ethyl acetate methanol). Yields the product C(CCC)C=1N(C(=CN1)/C(=C/C(=O)O)/C)CC1=C(C=CC=C1)Cl ((E)-3-[2-n-butyl-1-{(2-chlorophenyl)methyl}-1H-imidazol-5-yl]-3-methyl-2-propenoic Acid). RXN SMILES: [CH2:1]([C:5]1[N:6]([CH2:18][C:19]2[CH:24]=[CH:23][CH:22]=[CH:21][C:20]=2[Cl:25])[C:7](/[C:10](/[CH3:17])=[CH:11]/[C:12]([O:14]CC)=[O:13])=[CH:8][N:9]=1)[CH2:2][CH2:3][CH3:4]>C(OCC)(=O)C.CO>[CH2:1]([C:5]1[N:6]([CH2:18][C:19]2[CH:24]=[CH:23][CH:22]=[CH:21][C:20]=2[Cl:25])[C:7](/[C:10](/[CH3:17])=[CH:11]/[C:12]([OH:14])=[O:13])=[CH:8][N:9]=1)[CH2:2][CH2:3][CH3:4] |f:1.2|. Procedure details: The title compound was prepared according to Example 1(v) by using ethyl (E)-3-[2-n-butyl-1-{(2-chlorophenyl)methyl}-1H-imidazol-5-yl]-3-methyl-2-propenoate in place of ethyl-(E)-3-[2-n-butyl-1-{(2-chlorgphenyl)methyl}-1H-imidazol-5-yl]-2-methyl-2-propenoate. The title compound was a white solid, and was converted to the hydrochloride salt to give 82 mg (41%); mp 198°-199.5° C. (from ethyl acetate/methanol). Starting materials: C(C)(C)(C)OC(=O)NC(C(C(=O)O)O)CC (3-tert-Butoxycarbonylamino-2-hydroxy-pentanoic acid), C(CCl)Cl (EDC), C=1C=CC2=C(C1)N=NN2O (HOBt), C(C1=CC=CC=C1)N (benzylamine), CN1CCOCC1 (4-methylmorpholine). Run at time 2 hour. Yields the product C(C1=CC=CC=C1)NC([C@H](C(CC)N)O)=O ((S)-3-amino-2-hydroxy-pentanoic acid benzylamide). RXN SMILES: C(OC([NH:8][CH:9]([CH2:15][CH3:16])[CH:10]([OH:14])[C:11]([OH:13])=O)=O)(C)(C)C.C(Cl)CCl.C1C=CC2N(O)N=NC=2C=1.[CH2:31]([NH2:38])[C:32]1[CH:37]=[CH:36][CH:35]=[CH:34][CH:33]=1.CN1CCOCC1>>[CH2:31]([NH:38][C:11](=[O:13])[C@@H:10]([OH:14])[CH:9]([NH2:8])[CH2:15][CH3:16])[C:32]1[CH:37]=[CH:36][CH:35]=[CH:34][CH:33]=1. Reported procedure: 3-tert-Butoxycarbonylamino-2-hydroxy-pentanoic acid (300 mg, 1.29 mmol) was combined with EDC (400 mg, 2.1 mmol) and HOBt (400 mg, 2.6 mmol). A solution of benzylamine (0.22 mL) and 4-methylmorpholine (0.5 mL) in dichloromethyl (4 mL) was added in one portion. The mixture was stirred at ambient temperature for 2 hours. After dilution with ethyl acetate (150 mL), the solution was washed with 1N aqueous HCl, water, saturated aqueous NaHCO3 solution and brine. The resultant mixture was dried with m... The reactants are CI, [Cl-], [Cl-], ClCCCOCc1ccccc1, N#CCF, [Mg], [NH4+], [Na+], N#C[Na], O. Yields the product N#CC(N)(CF)CCCOCc1ccccc1. As a reaction SMILES: [CH3:2][I:3].[Cl-:23].[Cl-:26].[Cl:4][CH2:5][CH2:6][CH2:7][O:8][CH2:9][c:10]1[cH:11][cH:12][cH:13][cH:14][cH:15]1.[F:16][CH2:17][C:18]#[N:19].[Mg:1].[NH4+:24].[Na+:25].[Na:20][C:21]#[N:22].[OH2:27]>>[CH2:5]([CH2:6][CH2:7][O:8][CH2:9][c:10]1[cH:11][cH:12][cH:13][cH:14][cH:15]1)[C:18]([CH2:17][F:16])([NH2:19])[C:21]#[N:22].